This data is from the Open Reaction Database (ORD), a public repository of structured organic reaction records. The task is: describe an organic reaction: reactants, conditions, products, and yield Starting materials: C(=O)C=1C(=NC(=NC1)SC)NC1=CC=C(C=C1)COC1OCCCC1 (5-formyl-4-[4-(tetrahydropyran-2-yloxymethyl)phenyl]amino-2-methylthiopyrimidine), BrC1=C(N)C=CC=C1 (2-bromoaniline). Product: BrC1=C(NCC=2C(=NC(=NC2)SC)NC2=CC=C(C=C2)COC2OCCCC2)C=CC=C1 (5-(2-bromoanilino)methyl-4-[4-(tetrahydropyran-2-yloxymethyl)phenyl]amino-2-methylthiopyrimidine). The yield is 24.0%. As a reaction SMILES: [CH:1]([C:3]1[C:4]([NH:11][C:12]2[CH:17]=[CH:16][C:15]([CH2:18][O:19][CH:20]3[CH2:25][CH2:24][CH2:23][CH2:22][O:21]3)=[CH:14][CH:13]=2)=[N:5][C:6]([S:9][CH3:10])=[N:7][CH:8]=1)=O.[Br:26][C:27]1[CH:33]=[CH:32][CH:31]=[CH:30][C:28]=1[NH2:29]>>[Br:26][C:27]1[CH:33]=[CH:32][CH:31]=[CH:30][C:28]=1[NH:29][CH2:1][C:3]1[C:4]([NH:11][C:12]2[CH:17]=[CH:16][C:15]([CH2:18][O:19][CH:20]3[CH2:25][CH2:24][CH2:23][CH2:22][O:21]3)=[CH:14][CH:13]=2)=[N:5][C:6]([S:9][CH3:10])=[N:7][CH:8]=1. Procedure: Reaction of 4.0 g (11.1 mmol) of 5-formyl-4-[4-(tetrahydropyran-2-yloxymethyl)phenyl]amino-2-methylthiopyrimidine with 2-bromoaniline in a method analogous to Example 37(f) gave 1.13 g (24%) of 5-(2-bromoanilino)methyl-4-[4-(tetrahydropyran-2-yloxymethyl)phenyl]amino-2-methylthiopyrimidine as a pale yellow gum. [Mass spectrum (ESI) MH+ =515]. Starting materials: SC1=NC2=C(N1)CCCC2 (2-mercapto-4,5,6,7-tetrahydro-1H-benzimidazole), Cl.CNC1=C(CCl)C=CC=C1 (2-methylaminobenzyl chloride hydrochloride). The solvent is C(C)O (ethanol). Yields the product CNC1=C(CSC2=NC3=C(N2)CCCC3)C=CC=C1 (2-(2-methylaminobenzylthio)-4,5,6,7-tetrahydro-1H-benzimidazole). The yield is 53.3%. As a reaction SMILES: [SH:1][C:2]1[NH:6][C:5]2[CH2:7][CH2:8][CH2:9][CH2:10][C:4]=2[N:3]=1.Cl.[CH3:12][NH:13][C:14]1[CH:21]=[CH:20][CH:19]=[CH:18][C:15]=1[CH2:16]Cl>C(O)C>[CH3:12][NH:13][C:14]1[CH:21]=[CH:20][CH:19]=[CH:18][C:15]=1[CH2:16][S:1][C:2]1[NH:6][C:5]2[CH2:7][CH2:8][CH2:9][CH2:10][C:4]=2[N:3]=1 |f:1.2|. Procedure details: To a suspension of 1.3 g (9 mmol) of 2-mercapto-4,5,6,7-tetrahydro-1H-benzimidazole in 20 ml of ethanol was added 1.35 g (7 mmol) of 2-methylaminobenzyl chloride hydrochloride for a period of 15 min. The solvent was distilled off, and the residue was shaken sufficiently with a combination of 1N aqueous sodium hydroxide and chloroform for performing extraction. The organic portion was taken out and then dried over anhydrous sodium sulfate. Chloroform was distilled off, and the residue was crystal... Procedure: The title compound (2.1 g, 80%) was obtained as a white solid from N-methylpiperazine and 2-nitrobenzenesulfonyl chloride following the same procedure as described in Preparation 2. The product is CN1CCN(CC1)S(=O)(=O)C1=C(C=CC=C1)N (2-(4-Methylpiperazine-1-sulfonyl)phenylamine). Reaction SMILES: [CH3:1][N:2]1[CH2:7][CH2:6][NH:5][CH2:4][CH2:3]1.[N+:8]([C:11]1[CH:16]=[CH:15][CH:14]=[CH:13][C:12]=1[S:17](Cl)(=[O:19])=[O:18])([O-])=O>>[CH3:1][N:2]1[CH2:7][CH2:6][N:5]([S:17]([C:12]2[CH:13]=[CH:14][CH:15]=[CH:16][C:11]=2[NH2:8])(=[O:19])=[O:18])[CH2:4][CH2:3]1. Yield: 80.0%. Starting materials: CN1CCNCC1 (N-methylpiperazine), [N+](=O)([O-])C1=C(C=CC=C1)S(=O)(=O)Cl (2-nitrobenzenesulfonyl chloride). Starting materials: BrC=1C=CC(=C(C(=O)O)C1)NC(C(C)Cl)=O (5-bromo-2-(2-chloro-propionylamino)benzoic acid), COC1=CC=C(C=C1)N (p-anisidine), CC1=CC=C(C=C1)N (4-methyl-phenylamine). Product: ClC(C)C1=NC2=CC=CC=C2C(N1C1=C(C=C(C=C1)C)C)=O (2-(1-chloroethyl)-3-(2,4-dimethylphenyl)-3H-quinazolin-4-one). As a reaction SMILES: Br[C:2]1[CH:3]=[CH:4][C:5]([NH:11][C:12](=O)[CH:13]([Cl:15])[CH3:14])=[C:6]([CH:10]=1)[C:7]([OH:9])=O.[CH3:17]OC1C=CC(N)=CC=1.[CH3:26][C:27]1[CH:32]=[CH:31][C:30]([NH2:33])=[CH:29][CH:28]=1>>[Cl:15][CH:13]([C:12]1[N:33]([C:30]2[CH:31]=[CH:32][C:27]([CH3:26])=[CH:28][C:29]=2[CH3:17])[C:7](=[O:9])[C:6]2[C:5](=[CH:4][CH:3]=[CH:2][CH:10]=2)[N:11]=1)[CH3:14]. Reported procedure: In a similar manner as described above in Paragraph A, but replacing 2-(2-chloropropionylamino)benzoic acid with 5-bromo-2-(2-chloro-propionylamino)benzoic acid and p-anisidine with 4-methyl-phenylamine, the following compound was prepared: RXN SMILES: [Br:34][CH2:35][C:36](=[O:37])[O:38][C:39]([CH3:40])([CH3:41])[CH3:42].[CH2:43]1[O:44][CH2:45][CH2:46][CH2:47]1.[CH3:1][CH:2]1[N:3]([C:14]([CH2:15][CH2:16][c:17]2[cH:18][cH:19][cH:20][cH:21][cH:22]2)=[O:23])[C:4](=[O:13])[O:5][CH:6]1[c:7]1[cH:8][cH:9][cH:10][cH:11][cH:12]1.[CH3:24][Si:25]([CH3:26])([CH3:27])[N-:28][Si:29]([CH3:30])([CH3:31])[CH3:32].[Na+:33]>>[CH3:1][CH:2]1[N:3]([C:14]([CH:15]([CH2:16][c:17]2[cH:18][cH:19][cH:20][cH:21][cH:22]2)[CH2:35][C:36](=[O:37])[O:38][C:39]([CH3:40])([CH3:41])[CH3:42])=[O:23])[C:4](=[O:13])[O:5][CH:6]1[c:7]1[cH:8][cH:9][cH:10][cH:11][cH:12]1. Yields the product CC1C(c2ccccc2)OC(=O)N1C(=O)C(CC(=O)OC(C)(C)C)Cc1ccccc1. Reactants: CC(C)(C)OC(=O)CBr, C1CCOC1, CC1C(c2ccccc2)OC(=O)N1C(=O)CCc1ccccc1, C[Si](C)(C)[N-][Si](C)(C)C, [Na+].